This data is from the Open Reaction Database (ORD), a public repository of structured organic reaction records. The task is: describe an organic reaction: reactants, conditions, products, and yield The reactants are C(=O)(O)[O-].[Na+] (NaHCO3), C[Si](C)(C)N=C=O (Trimethylsilyl isocyanate), CC1(OB(OC1(C)C)C=1CCNCC1)C (4-(4,4,5,5-tetramethyl-1,3,2-dioxaborolan-2-yl)-1,2,3,6-tetrahydropyridine), CCN(C(C)C)C(C)C (DIPEA). The solvent is C(Cl)Cl (DCM), C(Cl)Cl (DCM). Run at time 3 hour. The product is CC1(OB(OC1(C)C)C=1CCN(CC1)C(=O)N)C (4-(4,4,5,5-Tetramethyl-1,3,2-dioxaborolan-2-yl)-3,6-dihydropyridine-1(2H)-carboxamide). As a reaction SMILES: C[Si]([N:5]=[C:6]=[O:7])(C)C.[CH3:8][C:9]1([CH3:22])[C:13]([CH3:15])([CH3:14])[O:12][B:11]([C:16]2[CH2:17][CH2:18][NH:19][CH2:20][CH:21]=2)[O:10]1.CCN(C(C)C)C(C)C.C([O-])(O)=O.[Na+]>C(Cl)Cl>[CH3:15][C:13]1([CH3:14])[C:9]([CH3:22])([CH3:8])[O:10][B:11]([C:16]2[CH2:17][CH2:18][N:19]([C:6]([NH2:5])=[O:7])[CH2:20][CH:21]=2)[O:12]1 |f:3.4|. Reported procedure: Trimethylsilyl isocyanate (0.2205 mL, 1.629 mmol) was added to a room temperature solution of 4-(4,4,5,5-tetramethyl-1,3,2-dioxaborolan-2-yl)-1,2,3,6-tetrahydropyridine (200.0 mg, 0.8145 mmol) and DIPEA (0.5675 mL, 3.258 mmol) in DCM (10 mL). The mixture was stirred for 3 hours, after which, it was partioned between DCM and sat. NaHCO3. The organic layer was concentrated in vacuo to afford the title compound as a tan solid. MS (ES+): m/z 253.07 (100) [MH+]; HPLC: tR=2.61 min (ZQ3, polar—5 min). Reactants: CCOC(=O)CC1CCCn2c1cc1cc(OCc3cc(C#N)cc(OC(F)(F)F)c3)ccc12, [Li+], C1COCCO1, [OH-], O, O=C(O)CC(O)(CC(=O)O)C(=O)O. RXN SMILES: [C:1](#[N:2])[c:3]1[cH:4][c:5]([CH2:6][O:7][c:8]2[cH:9][c:10]3[cH:11][c:12]4[n:13]([c:14]3[cH:15][cH:16]2)[CH2:17][CH2:18][CH2:19][CH:20]4[CH2:21][C:22](=[O:23])[O:24][CH2:25][CH3:26])[cH:27][c:28]([O:30][C:31]([F:32])([F:33])[F:34])[cH:29]1.[Li+:36].[O:50]1[CH2:51][CH2:52][O:53][CH2:54][CH2:55]1.[OH-:35].[OH2:56].[OH:37][C:38]([CH2:39][C:40]([C:41](=[O:42])[OH:43])([CH2:44][C:45](=[O:46])[OH:47])[OH:48])=[O:49]>>[C:1](#[N:2])[c:3]1[cH:4][c:5]([CH2:6][O:7][c:8]2[cH:9][c:10]3[cH:11][c:12]4[n:13]([c:14]3[cH:15][cH:16]2)[CH2:17][CH2:18][CH2:19][CH:20]4[CH2:21][C:22](=[O:23])[OH:24])[cH:27][c:28]([O:30][C:31]([F:32])([F:33])[F:34])[cH:29]1. The product is N#Cc1cc(COc2ccc3c(c2)cc2n3CCCC2CC(=O)O)cc(OC(F)(F)F)c1. The reactants are N#N.C(C)(C)(C)OC(=O)N([C@H](C)C(=O)NCCCC1=CC=C(C=C1)F)C (N2 (tert-butyloxycarbonyl)-N2 -methyl-N-[3-(4-fluorophenyl)propyl]-D-alaninamide). Solvent: C(C)(=O)OCC.Cl (hydrogen chloride-ethyl acetate). Product: N#N.CN[C@H](C)C(=O)NCCCC1=CC=C(C=C1)F (N2 methyl-N-[3-(4-fluorophenyl)propyl]-D-alaninamide). Reaction SMILES: [N:1]#[N:2].C(O[C:8]([N:10](C)[C@@H:11]([C:13]([NH:15][CH2:16][CH2:17][CH2:18][C:19]1[CH:24]=[CH:23][C:22]([F:25])=[CH:21][CH:20]=1)=[O:14])[CH3:12])=O)(C)(C)C>C(OCC)(=O)C.Cl>[N:1]#[N:2].[CH3:8][NH:10][C@@H:11]([C:13]([NH:15][CH2:16][CH2:17][CH2:18][C:19]1[CH:24]=[CH:23][C:22]([F:25])=[CH:21][CH:20]=1)=[O:14])[CH3:12] |f:0.1,2.3,4.5|. Procedure: A solution of N2 -(tert-butyloxycarbonyl)-N2 -methyl-N-[3-(4-fluorophenyl)propyl]-D-alaninamide (2.77 g.) in hydrogen chloride-ethyl acetate (3.4N, 15 ml.) was stirred for thirty minutes at room temperature, then concentrated, affording N2 -methyl-N-[3-(4-fluorophenyl)propyl]-D-alaninamide as a crystalline solid (2.06 g., m.r. 148°-150° C.).